Dataset: the Open Reaction Database (ORD), a public repository of structured organic reaction records. Task: describe an organic reaction: reactants, conditions, products, and yield The reactants are BrC=1N(C(=CC1C=O)C1=C(C=CC=C1)F)S(=O)(=O)C=1C=NC=CC1 (2-Bromo-5-(2-fluorophenyl)-1-(pyridin-3-ylsulfonyl)-1H-pyrrole-3-carbaldehyde), [Cu]C#N (copper (I) cyanide). Reagents/catalysts: C=1C=CC(=CC1)/C=C/C(=O)/C=C/C2=CC=CC=C2.C=1C=CC(=CC1)/C=C/C(=O)/C=C/C2=CC=CC=C2.C=1C=CC(=CC1)/C=C/C(=O)/C=C/C2=CC=CC=C2.[Pd].[Pd] (tris(dibenzylideneacetone)dipalladium), C1(=CC=CC=C1)P([C-]1C=CC=C1)C1=CC=CC=C1.[C-]1(C=CC=C1)P(C1=CC=CC=C1)C1=CC=CC=C1.[Fe+2] (1,1′-bis(diphenylphosphino)ferrocene). Solvent: C(C)(=O)OCC (ethyl acetate), O1CCOCC1 (1,4-dioxane). The product is FC1=C(C=CC=C1)C1=CC(=C(N1S(=O)(=O)C=1C=NC=CC1)C#N)C=O (5-(2-fluorophenyl)-3-formyl-1-(pyridin-3-ylsulfonyl)-1H-pyrrole-2-carbonitrile). The yield is 57.2%. As a reaction SMILES: Br[C:2]1[N:3]([S:16]([C:19]2[CH:20]=[N:21][CH:22]=[CH:23][CH:24]=2)(=[O:18])=[O:17])[C:4]([C:9]2[CH:14]=[CH:13][CH:12]=[CH:11][C:10]=2[F:15])=[CH:5][C:6]=1[CH:7]=[O:8].[Cu][C:26]#[N:27]>O1CCOCC1.C(OCC)(=O)C.C1C=CC(/C=C/C(/C=C/C2C=CC=CC=2)=O)=CC=1.C1C=CC(/C=C/C(/C=C/C2C=CC=CC=2)=O)=CC=1.C1C=CC(/C=C/C(/C=C/C2C=CC=CC=2)=O)=CC=1.[Pd].[Pd].C1(P(C2C=CC=CC=2)[C-]2C=CC=C2)C=CC=CC=1.[C-]1(P(C2C=CC=CC=2)C2C=CC=CC=2)C=CC=C1.[Fe+2]>[F:15][C:10]1[CH:11]=[CH:12][CH:13]=[CH:14][C:9]=1[C:4]1[N:3]([S:16]([C:19]2[CH:20]=[N:21][CH:22]=[CH:23][CH:24]=2)(=[O:18])=[O:17])[C:2]([C:26]#[N:27])=[C:6]([CH:7]=[O:8])[CH:5]=1 |f:4.5.6.7.8,9.10.11|. Procedure details: 2-Bromo-5-(2-fluorophenyl)-1-(pyridin-3-ylsulfonyl)-1H-pyrrole-3-carbaldehyde (340 mg), copper (I) cyanide (400 mg), tris(dibenzylideneacetone)dipalladium (0) (40 mg), 1,1′-bis(diphenylphosphino)ferrocene (70 mg) were mixed in 1,4-dioxane (30 mL), and the mixture was heated under reflux for 24 hr. The reaction mixture was allowed to cool, diluted with ethyl acetate, and filtered. The obtained filtrate was washed with a saturated aqueous sodium hydrogencarbonate solution and saturated brine, drie... Starting materials: OS(=O)(=O)O (H2SO4), [H-].[H-].[H-].[H-].[Li+].[Al+3] (LAH), C(C1=CC=CC=C1)N1CCC(CC1)(C#N)N1CCN(CC1)C1=CC=NC=C1 (1-benzyl-4-(4-(pyridin-4-yl)piperazin-1-yl)piperidine-4-carbonitrile). Solvent: C1CCOC1 (THF), C1CCOC1 (THF). Yield: 85.0%. Reaction conditions: time 0.5 hour. Procedure: H2SO4 (1.5 equiv.) was added to a suspension of LAH (3 equiv.) in THF (32 ml) at 0° C. and the mixture was stirred at room temperature for 0.5 h. A solution of 1-benzyl-4-(4-(pyridin-4-yl)piperazin-1-yl)piperidine-4-carbonitrile (5.54 mmol, 1 equiv.) in THF was added under cooled conditions and the resulting reaction mixture was heated to 50° C. for 16 h. The reaction was quenched with THF/H2O solution, filtered and the solid residue washed with excess ethyl acetate. The organic layer was given ... Reaction SMILES: OS(O)(=O)=O.[H-].[H-].[H-].[H-].[Li+].[Al+3].[CH2:12]([N:19]1[CH2:24][CH2:23][C:22]([N:27]2[CH2:32][CH2:31][N:30]([C:33]3[CH:38]=[CH:37][N:36]=[CH:35][CH:34]=3)[CH2:29][CH2:28]2)([C:25]#[N:26])[CH2:21][CH2:20]1)[C:13]1[CH:18]=[CH:17][CH:16]=[CH:15][CH:14]=1>C1COCC1>[CH2:12]([N:19]1[CH2:24][CH2:23][C:22]([CH2:25][NH2:26])([N:27]2[CH2:28][CH2:29][N:30]([C:33]3[CH:38]=[CH:37][N:36]=[CH:35][CH:34]=3)[CH2:31][CH2:32]2)[CH2:21][CH2:20]1)[C:13]1[CH:18]=[CH:17][CH:16]=[CH:15][CH:14]=1 |f:1.2.3.4.5.6|. Yields the product C(C1=CC=CC=C1)N1CCC(CC1)(N1CCN(CC1)C1=CC=NC=C1)CN ((1-Benzyl-4-(4-(pyridin-4-yl)piperazin-1-yl)piperidin-4-yl)methanamine).